This data is from the Open Reaction Database (ORD), a public repository of structured organic reaction records. The task is: describe an organic reaction: reactants, conditions, products, and yield Starting materials: C[O-].[Na+] (sodium methoxide), CO (methanol), ice, BrC=1SC(=CC1)S(=O)(=O)Cl (2-Bromothiophene-5-sulphonyl chloride), C(O)([O-])=O.[Na+] (sodium hydrogen carbonate), O.O.O.O.O.O.O.S(=O)([O-])[O-].[Na+].[Na+] (sodium sulphite heptahydrate). Solvent: O (water). Conditions: time 1.5 hour. The product is BrC=1SC(=CC1)S(=O)[O-].[Na+] (sodium 2-bromothiophene-5-sulphinate). Isolated yield 59.0%. Reaction SMILES: [Br:1][C:2]1[S:3][C:4]([S:7](Cl)(=[O:9])=[O:8])=[CH:5][CH:6]=1.C(=O)([O-])O.[Na+:15].O.O.O.O.O.O.O.S([O-])([O-])=O.[Na+].[Na+].C[O-].[Na+].CO>O>[Br:1][C:2]1[S:3][C:4]([S:7]([O-:9])=[O:8])=[CH:5][CH:6]=1.[Na+:15] |f:1.2,3.4.5.6.7.8.9.10.11.12,13.14,17.18|. Procedure: 2-Bromothiophene-5-sulphonyl chloride (prepared as described in Bull. Chem. Soc. Japan, 1985,58,1063-1064)(6.5 g, 25 mmol) was added slowly to a stirred solution of sodium hydrogen carbonate (4.2 g, 50 mmol) and sodium sulphite heptahydrate (12.6 g, 50 mmol) in water (50 ml), at 70° C. The mixture was stirred at this temperature for 1.5 hours, then ice (20 g) was added, and the mixture was washed with ether (2×50 ml). The cold aqueous phase was acidified to pH 1with 2 M hydrochloric acid and ext... Starting materials: ClCCCOC1=CC(=CC=C1)[N+](=O)[O-] (1-(3-chloropropoxy)-3-nitrobenzene), CN (methylamine). The solvent is CO (methanol). Conditions: temperature 100 celsius. Yields the product CNCCCOC1=CC(=CC=C1)[N+](=O)[O-] (Methyl(3-(3-nitrophenoxy)propyl)amine). Isolated yield 50.6%. As a reaction SMILES: Cl[CH2:2][CH2:3][CH2:4][O:5][C:6]1[CH:11]=[CH:10][CH:9]=[C:8]([N+:12]([O-:14])=[O:13])[CH:7]=1.[CH3:15][NH2:16]>CO>[CH3:15][NH:16][CH2:2][CH2:3][CH2:4][O:5][C:6]1[CH:11]=[CH:10][CH:9]=[C:8]([N+:12]([O-:14])=[O:13])[CH:7]=1. Procedure: The 1-(3-chloropropoxy)-3-nitrobenzene (1.00 g, 4.65 mmol) was dissolved in methanol (25 mL) and added to a 40 wt % aqueous solution of methylamine (50 mL) in a heavy-walled glass pressure-tube apparatus. The tube was sealed and the mixture was stirred and heated at 100° C. (oil bath temperature) for 4 h. After cooling, the mixture was concentrated by rotary evaporation. Saturated NaCl solution (25 mL) was added to the residue. The pH of the solution was adjusted to 6, and impurities were extrac... The product is Cc1nc(O)ccc1[N+](=O)[O-]. Starting materials: Cc1nc(N)ccc1[N+](=O)[O-], O=N[O-], [Na+], O, O=S(=O)(O)O. RXN SMILES: [CH3:1][c:2]1[c:3]([N+:9](=[O:10])[O-:11])[cH:4][cH:5][c:6]([NH2:8])[n:7]1.[N:17]([O-:18])=[O:19].[Na+:20].[OH2:21].[S:12]([OH:13])(=[O:14])(=[O:15])[OH:16]>>[CH3:1][c:2]1[c:3]([N+:9](=[O:10])[O-:11])[cH:4][cH:5][c:6]([OH:13])[n:7]1. The reactants are C1(=CC=CC=C1)B(O)O (phenylboronic acid), [F-].[K+] (potassium fluoride), ClC1=C(C=C(C=C1)S(=O)(=O)NC)C(=O)N1CCN(CC1)C1=CC=C(C=C1)C(F)(F)F (4-Chloro-N-methyl-3-[4-(4-trifluoromethyl-phenyl)-piperazine-1-carbonyl]-benzenesulfonamide), C1(=CC=CC=C1)B(O)O (phenylboronic acid), [F-].[K+] (potassium fluoride). The reagents and catalysts are [Pd].C(C)(C)(C)P(C(C)(C)C)C(C)(C)C.C(C)(C)(C)P(C(C)(C)C)C(C)(C)C (bis(tri-t-butylphosphine) palladium), [Pd].C(C)(C)(C)P(C(C)(C)C)C(C)(C)C.C(C)(C)(C)P(C(C)(C)C)C(C)(C)C (bis(tri-t-butylphosphine) palladium). Run in C(C)(=O)OCC (ethyl acetate), O1CCOCC1 (dioxane). Reaction conditions: temperature 90 celsius, time 19 hour. Product: CNS(=O)(=O)C1=CC(=C(C=C1)C1=CC=CC=C1)C(=O)N1CCN(CC1)C1=CC=C(C=C1)C(F)(F)F (2-[4-(4-Trifluoromethyl-phenyl)-piperazine-1-carbonyl]-biphenyl-4-sulfonic acid methylamide). Isolated yield 22.6%. As a reaction SMILES: Cl[C:2]1[CH:7]=[CH:6][C:5]([S:8]([NH:11][CH3:12])(=[O:10])=[O:9])=[CH:4][C:3]=1[C:13]([N:15]1[CH2:20][CH2:19][N:18]([C:21]2[CH:26]=[CH:25][C:24]([C:27]([F:30])([F:29])[F:28])=[CH:23][CH:22]=2)[CH2:17][CH2:16]1)=[O:14].[C:31]1(B(O)O)[CH:36]=[CH:35][CH:34]=[CH:33][CH:32]=1.[F-].[K+]>O1CCOCC1.C(OCC)(=O)C.[Pd].C(P(C(C)(C)C)C(C)(C)C)(C)(C)C.C(P(C(C)(C)C)C(C)(C)C)(C)(C)C>[CH3:12][NH:11][S:8]([C:5]1[CH:6]=[CH:7][C:2]([C:31]2[CH:36]=[CH:35][CH:34]=[CH:33][CH:32]=2)=[C:3]([C:13]([N:15]2[CH2:20][CH2:19][N:18]([C:21]3[CH:22]=[CH:23][C:24]([C:27]([F:28])([F:30])[F:29])=[CH:25][CH:26]=3)[CH2:17][CH2:16]2)=[O:14])[CH:4]=1)(=[O:9])=[O:10] |f:2.3,6.7.8|. Procedure details: To a solution of 4-Chloro-N-methyl-3-[4-(4-trifluoromethyl-phenyl)-piperazine-1-carbonyl]-benzenesulfonamide (Example M; 30 mg, 0.065 mmol) in dioxane (2 ml) was added phenylboronic acid (12 mg, 0.098 mmol) followed by potassium fluoride (12 mg) and bis(tri-t-butylphosphine) palladium. The reaction mixture was then stirred for 19 hours at 90° C. After such time were added again (every 24 hours) the same amounts of phenylboronic acid, potassium fluoride, and bis(tri-t-butylphosphine) palladium Af... Reactants: FC=1C=CC2=C(N(C(=N2)[C@H](CC)N)C2=NC=CC=C2)C1 ((S)-1-(6-fluoro-1-pyridin-2-yl-1H-benzoimidazol-2-yl)propylamine), ClC1=C2N=CN(C2=NC=N1)C1OCCCC1 (6-chloro-9-(tetrahydropyran-2-yl)-9H-purine), CCN(C(C)C)C(C)C (DIPEA). Solvent: CC(C)O (IPA). Conditions: temperature 90 celsius. Product: FC=1C=CC2=C(N(C(=N2)[C@H](CC)NC2=C3N=CNC3=NC=N2)C2=NC=CC=C2)C1 ([(S)-1-(6-Fluoro-1-pyridin-2-yl-1H-benzoimidazol-2-yl)-propyl]-(9H-purin-6-yl)-amine). Yield: 63.4%. Reaction SMILES: [F:1][C:2]1[CH:3]=[CH:4][C:5]2[N:9]=[C:8]([C@@H:10]([NH2:13])[CH2:11][CH3:12])[N:7]([C:14]3[CH:19]=[CH:18][CH:17]=[CH:16][N:15]=3)[C:6]=2[CH:20]=1.Cl[C:22]1[N:30]=[CH:29][N:28]=[C:27]2[C:23]=1[N:24]=[CH:25][N:26]2C1CCCCO1.CCN(C(C)C)C(C)C>CC(O)C>[F:1][C:2]1[CH:3]=[CH:4][C:5]2[N:9]=[C:8]([C@@H:10]([NH:13][C:22]3[N:30]=[CH:29][N:28]=[C:27]4[C:23]=3[N:24]=[CH:25][NH:26]4)[CH2:11][CH3:12])[N:7]([C:14]3[CH:19]=[CH:18][CH:17]=[CH:16][N:15]=3)[C:6]=2[CH:20]=1. Procedure details: A mixture of (S)-1-(6-fluoro-1-pyridin-2-yl-1H-benzoimidazol-2-yl)propylamine (348 mg, 1.3 mmol), 6-chloro-9-(tetrahydropyran-2-yl)-9H-purine (310 mg, 1.3 mmol) and DIPEA (1.1 mL, 6.4 mmol) in IPA (4 mL) was heated for 72 h at 90° C. After cooling to RT, the volatiles were removed under reduced pressure and the resulting residue loaded onto an Isolute® SCX-2 cartridge. The cartridge was washed with MeOH followed by 2M NH3/MeOH. The basic fractions were combined, concentrated in vacuo and the res...